From a dataset of the Open Reaction Database (ORD), a public repository of structured organic reaction records. describe an organic reaction: reactants, conditions, products, and yield The reactants are N1(C=NC=C1)C/C=C/C1=CC(=C(C(=O)OC)C=C1)C1=C(C=C(C=C1)F)F (methyl 4-[(E)-3-(imidazol-1-yl)prop-1-en-1-yl]-2-(2,4-difluorophenyl)benzoate), [OH-].[Na+] (sodium hydroxide). The solvent is CO (methanol). Product: N1(C=NC=C1)C/C=C/C1=CC(=C(C(=O)O)C=C1)C1=C(C=C(C=C1)F)F (4-[(E)-3-(imidazol-1-yl)prop-1-en-1-yl]-2-(2,4-difluorophenyl)benzoic acid). Yield: 49.0%. As a reaction SMILES: [N:1]1([CH2:6]/[CH:7]=[CH:8]/[C:9]2[CH:18]=[CH:17][C:12]([C:13]([O:15]C)=[O:14])=[C:11]([C:19]3[CH:24]=[CH:23][C:22]([F:25])=[CH:21][C:20]=3[F:26])[CH:10]=2)[CH:5]=[CH:4][N:3]=[CH:2]1.[OH-].[Na+]>CO>[N:1]1([CH2:6]/[CH:7]=[CH:8]/[C:9]2[CH:18]=[CH:17][C:12]([C:13]([OH:15])=[O:14])=[C:11]([C:19]3[CH:24]=[CH:23][C:22]([F:25])=[CH:21][C:20]=3[F:26])[CH:10]=2)[CH:5]=[CH:4][N:3]=[CH:2]1 |f:1.2|. Procedure details: A solution of methyl 4-[(E)-3-(imidazol-1-yl)prop-1-en-1-yl]-2-(2,4-difluorophenyl)benzoate (0.9 g; 2.54 mmol) and 2N sodium hydroxide solution (3.8 ml) in methanol was heated at reflux for 7 hours. After evaporation of the solvent and neutralisation to pH 6.5 with 6N HCl, the residue was purified on reverse phase silica eluting with methanol/ammonium carbonate buffer (2 g/l, pH 7) (50/50) to give 4-[(E)-3-(imidazol-1-yl)prop-1-en-1-yl]-2-(2,4-difluorophenyl)benzoic acid after freeze-drying. Yie... The solvent is CO (methanol). Reactants: OC1CC(CC1)C1=CC(=C2C(=N1)CCC2)NC2=CC=C(C=C2)CC(=O)OCC (ethyl 2-(4-((2-(3-hydroxycyclopentyl)-6,7-dihydro-5H-cyclopenta[b]pyridin-4-yl)amino)phenyl)acetate), N (ammonia), N (ammonia). As a reaction SMILES: [OH:1][CH:2]1[CH2:6][CH2:5][CH:4]([C:7]2[N:12]=[C:11]3[CH2:13][CH2:14][CH2:15][C:10]3=[C:9]([NH:16][C:17]3[CH:22]=[CH:21][C:20]([CH2:23][C:24]([O:26]CC)=O)=[CH:19][CH:18]=3)[CH:8]=2)[CH2:3]1.[NH3:29]>CO>[OH:1][CH:2]1[CH2:6][CH2:5][CH:4]([C:7]2[N:12]=[C:11]3[CH2:13][CH2:14][CH2:15][C:10]3=[C:9]([NH:16][C:17]3[CH:18]=[CH:19][C:20]([CH2:23][C:24]([NH2:29])=[O:26])=[CH:21][CH:22]=3)[CH:8]=2)[CH2:3]1. Conditions: temperature 100 celsius, time 23 hour. Procedure details: A 10-mL vial was charged with ethyl 2-(4-((2-(3-hydroxycyclopentyl)-6,7-dihydro-5H-cyclopenta[b]pyridin-4-yl)amino)phenyl)acetate (diastereomer A, 0.022 g, 0.058 mmol), methanol (2 mL) and ammonia (1.7 mL, 7N in methanol, 11.5 mmol). The vial was sealed and the resulting mixture was stirred at 100° C. for 23 h. After this time, LCMS analysis of the cooled reaction showed ˜88% conversion. Additional ammonia (1.0 mL, 7N in methanol, 7.0 mmol) was added and the mixture was heated at 100° C. for 2 h... Yield: 25.0%. Product: OC1CC(CC1)C1=CC(=C2C(=N1)CCC2)NC2=CC=C(C=C2)CC(=O)N (2-(4-((2-(3-Hydroxycyclopentyl)-6,7-dihydro-5H-cyclopenta[b]pyridin-4-yl)amino)phenyl)acetamide). Starting materials: Br (hydrogen bromide), silver ion, [Ag] (silver), [N+](=O)([O-])[O-].[Ag+] (silver nitrate), OC(=O)CCCCCCCCC (capric acid), Br (hydrogen bromide), OC(=O)CCCCCCCCC (capric acid). Solvent: C(C)(=O)OCCCC (butyl acetate). Run at temperature 5 celsius. The product is [O-]C(=O)CCCCCCCCC.[Ag+] (silver caprate), [Ag]Br (silver bromide). Reaction SMILES: [OH:1][C:2]([CH2:4][CH2:5][CH2:6][CH2:7][CH2:8][CH2:9][CH2:10][CH2:11][CH3:12])=[O:3].[BrH:13].[Ag:14].[N+]([O-])([O-])=O.[Ag+]>C(OCCCC)(=O)C>[O-:3][C:2]([CH2:4][CH2:5][CH2:6][CH2:7][CH2:8][CH2:9][CH2:10][CH2:11][CH3:12])=[O:1].[Ag+:14].[Ag:14][Br:13] |f:3.4,6.7|. Procedure details: Into a solution of 8.6 g of capric acid in 100 ml of butyl acetate was emulsified 20 ml of a 2.5%, by weight, aqueous solution of hydrogen bromide while stirring with a stirrer at 5° C. To this emulsion was added 50 ml of an aqueous silver ammine complex solution containing 8.5 g of silver nitrate (which solution had been previously cooled to 5° C) over a period of 30 seconds to allow the capric acid, the hydrogen bromide and the silver ion to react simultaneously to form silver caprate and silv... Starting materials: O (water), COC([C@@H]1[C@H]([C@@H]([C@H]([C@@](O)(O1)Br)OC(C)=O)OC(C)=O)OC(C)=O)=O (1-bromo-2,3,4-tri-O-acetyl-α-D-glucopyranuronic acid methyl ester), [OH-].[Na+] (NaOH), O (water), solution, FC=1C=C2C(=CC(OC2=C(C1O)F)=O)C (6,8-difluoro-7-hydroxy-4-methylcoumarin). The reagents and catalysts are [Br-].C(CCC)[N+](CCCC)(CCCC)CCCC (tetrabutylammonium bromide). Solvent: C(Cl)Cl (CH2Cl2). Run at time 16 hour. Yields the product C(C)(=O)O.C(C)(=O)O.C(C)(=O)O.COC([C@@H]1[C@H]([C@@H]([C@H]([C@H](O)O1)O)O)O)=O.C(C)OC(=O)C=1C(OC2=C(C(=C(C=C2C1C)F)O)F)=O (6,8-difluoro-7-hydroxy-4-methylcoumarin-3-carboxylic acid ethyl ester β-D-glucuronic acid methyl ester triacetate). As a reaction SMILES: [OH-].[Na+].O.[F:4][C:5]1[CH:6]=[C:7]2[C:12](=[C:13]([F:16])[C:14]=1[OH:15])[O:11][C:10](=[O:17])[CH:9]=[C:8]2[CH3:18].[CH3:19][O:20][C:21](=[O:42])[C@H:22]1[O:28][C@:26](Br)([OH:27])[C@H:25]([O:30]C(=O)C)[C@@H:24]([O:34]C(=O)C)[C@@H:23]1[O:38]C(=O)C>C(Cl)Cl.[Br-].C([N+](CCCC)(CCCC)CCCC)CCC>[C:10]([OH:17])(=[O:11])[CH3:9].[C:21]([OH:42])(=[O:20])[CH3:22].[C:10]([OH:17])(=[O:11])[CH3:9].[CH3:19][O:20][C:21](=[O:42])[C@H:22]1[O:28][C@@H:26]([OH:27])[C@H:25]([OH:30])[C@@H:24]([OH:34])[C@@H:23]1[OH:38].[CH2:22]([O:28][C:26]([C:9]1[C:10](=[O:17])[O:11][C:12]2[C:7]([C:8]=1[CH3:18])=[CH:6][C:5]([F:4])=[C:14]([OH:15])[C:13]=2[F:16])=[O:27])[CH3:21] |f:0.1,6.7,8.9.10.11.12|. Procedure: A solution of 10% NaOH in water (1.5 eq) is added to a 0.1M solution of Compound 5 (1.0 eq) in CH2Cl2, followed by the addition of 1-bromo-2,3,4-tri-O-acetyl-α-D-glucopyranuronic acid methyl ester (1.6 eq) and tetrabutylammonium bromide (1.5 eq). The reaction mixture is stirred vigorously for 16 hours, then poured into 5 volumes of water. The product is extracted with CHCl3 (2×), washed with brine, dried over anhydrous MgSO4, and concentrated in vacuo. The residue is then purified by silica gel ... Reactants: COC(=O)CNC(=O)C1CNCCO1, CCCSC1=NC(=O)C(=Cc2ccc3c(cnn3Cc3ccc(C(F)(F)F)cc3C(F)(F)F)c2)S1. The product is COC(=O)CNC(=O)C1CN(C2=NC(=O)C(=Cc3ccc4c(cnn4Cc4ccc(C(F)(F)F)cc4C(F)(F)F)c3)S2)CCO1. RXN SMILES: [CH3:36][O:37][C:38]([CH2:39][NH:40][C:41](=[O:42])[CH:43]1[O:44][CH2:45][CH2:46][NH:47][CH2:48]1)=[O:49].[F:1][C:2]([c:3]1[c:4]([CH2:5][n:6]2[n:7][cH:8][c:9]3[cH:10][c:11]([CH:15]=[C:16]4[C:17](=[O:25])[N:18]=[C:19]([S:21][CH2:22][CH2:23][CH3:24])[S:20]4)[cH:12][cH:13][c:14]23)[cH:26][cH:27][c:28]([C:30]([F:31])([F:32])[F:33])[cH:29]1)([F:34])[F:35]>>[F:1][C:2]([c:3]1[c:4]([CH2:5][n:6]2[n:7][cH:8][c:9]3[cH:10][c:11]([CH:15]=[C:16]4[C:17](=[O:25])[N:18]=[C:19]([N:47]5[CH2:46][CH2:45][O:44][CH:43]([C:41]([NH:40][CH2:39][C:38]([O:37][CH3:36])=[O:49])=[O:42])[CH2:48]5)[S:20]4)[cH:12][cH:13][c:14]23)[cH:26][cH:27][c:28]([C:30]([F:31])([F:32])[F:33])[cH:29]1)([F:34])[F:35]. The reactants are N#CC1CC(F)CN1C(=O)CNC12CCC(C(=O)O)(CC1)CC2, Clc1cccc(Cl)c1CBr. Yields the product N#CC1CC(F)CN1C(=O)CNC12CCC(C(=O)OCc3c(Cl)cccc3Cl)(CC1)CC2. Reaction SMILES: [C:1](=[O:2])([OH:3])[C:4]12[CH2:5][CH2:6][C:7]([NH:12][CH2:13][C:14](=[O:15])[N:16]3[CH:17]([C:22]#[N:23])[CH2:18][CH:19]([F:21])[CH2:20]3)([CH2:8][CH2:9]1)[CH2:10][CH2:11]2.[Cl:24][c:25]1[c:26]([CH2:27][Br:28])[c:29]([Cl:33])[cH:30][cH:31][cH:32]1>>[C:1]([O:2][CH2:27][c:26]1[c:25]([Cl:24])[cH:32][cH:31][cH:30][c:29]1[Cl:33])(=[O:3])[C:4]12[CH2:5][CH2:6][C:7]([NH:12][CH2:13][C:14](=[O:15])[N:16]3[CH:17]([C:22]#[N:23])[CH2:18][CH:19]([F:21])[CH2:20]3)([CH2:8][CH2:9]1)[CH2:10][CH2:11]2. Reactants: 15h, [OH-].[K+] (potassium hydroxide), ClC1=CC=CC=2C(C3=C(C=CC21)C=CC=C3)CO (1-chloro-5-hydroxymethyl-dibenzo [a,d]cycloheptene), C1(=CC=C(C=C1)S(=O)(=O)Cl)C (p-toluenesulphonyl chloride), N1=CC=CC=C1 (pyridine). The reagents and catalysts are CN(C1=CC=NC=C1)C (4-dimethylamino pyridine). Solvent: CO (methanol), ClCCl (dichloromethane). The product is ClC1=CC=CC2=C1C=CC1=C(C=C2O)C=CC=C1 (1-chloro-5-hydroxydibenzo[a,e]cyclooctene). The yield is 18.2%. Reaction SMILES: [Cl:1][C:2]1[C:12]2[CH:11]=[CH:10][C:9]3[CH:13]=[CH:14][CH:15]=[CH:16][C:8]=3[CH:7]([CH2:17][OH:18])[C:6]=2[CH:5]=[CH:4][CH:3]=1.C1(C)C=CC(S(Cl)(=O)=O)=CC=1.N1C=CC=CC=1.[OH-].[K+]>ClCCl.CN(C)C1C=CN=CC=1.CO>[Cl:1][C:2]1[C:12]2[CH:11]=[CH:10][C:9]3[CH:13]=[CH:14][CH:15]=[CH:16][C:8]=3[CH:7]=[C:17]([OH:18])[C:6]=2[CH:5]=[CH:4][CH:3]=1 |f:3.4|. Reported procedure: To a solution of 1-chloro-5-hydroxymethyl-dibenzo [a,d]cycloheptene (8.3 g) in dichloromethane (80 ml) was added p-toluenesulphonyl chloride (6.3 g), pyridine (5.11 g), and 4-dimethylamino pyridine (150 mg). The reaction mixture was refluxed for 15h, cooled washed with water (2×80 ml), dried (Na2SO4), filtered and concentrated in vacuo to leave an oil which was purified by chromatography on flash silica with 15% ethyl acetate in hexane as eluent. The purified tosylate was dissolved in glacial ac... The reactants are BrC(C=O)C1=CC=C(C=C1)[N+](=O)[O-] (bromo(4-nitrophenyl)acetaldehyde), [S-]C#N.[K+] (potassium thiocyanate), C1(CCCCC1)N (cyclohexylamine). Solvent: CO (methanol). Reaction conditions: temperature 0 celsius. The product is C1(CCCCC1)NC=1SC(=CN1)C1=CC=C(C=C1)[N+](=O)[O-] (N-cyclohexyl-5-(4-nitrophenyl)-1,3-thiazol-2-amine). As a reaction SMILES: Br[CH:2]([C:5]1[CH:10]=[CH:9][C:8]([N+:11]([O-:13])=[O:12])=[CH:7][CH:6]=1)[CH:3]=O.[S-:14][C:15]#[N:16].[K+].[CH:18]1([NH2:24])[CH2:23][CH2:22][CH2:21][CH2:20][CH2:19]1>CO>[CH:18]1([NH:24][C:15]2[S:14][C:2]([C:5]3[CH:10]=[CH:9][C:8]([N+:11]([O-:13])=[O:12])=[CH:7][CH:6]=3)=[CH:3][N:16]=2)[CH2:23][CH2:22][CH2:21][CH2:20][CH2:19]1 |f:1.2|. Procedure: A solution of bromo(4-nitrophenyl)acetaldehyde and potassium thiocyanate (1.2 equivalents) in methanol is stirred at room temperature for 1 hour. The cyclohexylamine (1,05 equivalents) is added drop-wise and the mixture is heated under reflux until completion of the reaction (5-12 hours). After cooling to 0° C. the precipitate is filtered off and washed with water. The crude material is purified by usual silica gel chromatography to give the desired compound. The reactants are Cc1c(Br)cc2c(Cl)ncnc2c1[N+](=O)[O-], CC(C)O, Nc1cccc(C(F)(F)F)c1. Yields the product Cc1c(Br)cc2c(Nc3cccc(C(F)(F)F)c3)ncnc2c1[N+](=O)[O-]. Reaction SMILES: [Br:12][c:13]1[cH:14][c:15]2[c:16]([Cl:27])[n:17][cH:18][n:19][c:20]2[c:21]([N+:24](=[O:25])[O-:26])[c:22]1[CH3:23].[CH:28]([OH:29])([CH3:30])[CH3:31].[F:1][C:2]([c:3]1[cH:4][c:5]([NH2:6])[cH:7][cH:8][cH:9]1)([F:10])[F:11]>>[F:1][C:2]([c:3]1[cH:4][c:5]([NH:6][c:16]2[c:15]3[cH:14][c:13]([Br:12])[c:22]([CH3:23])[c:21]([N+:24](=[O:25])[O-:26])[c:20]3[n:19][cH:18][n:17]2)[cH:7][cH:8][cH:9]1)([F:10])[F:11].